This data is from the Open Reaction Database (ORD), a public repository of structured organic reaction records. The task is: describe an organic reaction: reactants, conditions, products, and yield The reactants are COC1=CC=C(C=C1)N1C(O[C@H](C1)CN1CCC(CC1)SC1=CC=C(C=C1)Cl)=O (3-p-methoxyphenyl-5(S)-[(4-p-chlorophenylthiopiperidino)methyl]-2-oxazolidinone). Solvent: CS(=O)C (DMSO). Yields the product ClC1=CC=C(C=C1)SC1CCNCC1 (4-(p-chlorophenylthio)piperidine). Reaction SMILES: COC1C=CC(N2C[C@H](C[N:15]3[CH2:20][CH2:19][CH:18]([S:21][C:22]4[CH:27]=[CH:26][C:25]([Cl:28])=[CH:24][CH:23]=4)[CH2:17][CH2:16]3)OC2=O)=CC=1>CS(C)=O>[Cl:28][C:25]1[CH:24]=[CH:23][C:22]([S:21][CH:18]2[CH2:19][CH2:20][NH:15][CH2:16][CH2:17]2)=[CH:27][CH:26]=1. Procedure details: 3-p-methoxyphenyl-5(S)-[(4-p-chlorophenylthiopiperidino)methyl]-2-oxazolidinone (hydrochloride), m.p. 233°-236°; [α]D =-30.8° (DMSO); Procedure details: Using the procedure described in Example 93, Part A, 4-toluoyl chloride (1.1 mmol) and N1-(4-tert-butylbenzoyl)-1,2-benzenediamine (0.93 mmol) yielded 360 mg (100%) of the title compound. As a reaction SMILES: [C:1]1([CH3:10])[CH:6]=[CH:5][C:4](C(Cl)=O)=[CH:3][CH:2]=1.[C:11]([C:15]1[CH:30]=[CH:29][C:18]([C:19]([NH:21][C:22]2[C:23]([NH2:28])=[CH:24][CH:25]=[CH:26][CH:27]=2)=[O:20])=[CH:17][CH:16]=1)([CH3:14])([CH3:13])[CH3:12]>>[CH3:10][C:1]1[CH:6]=[CH:5][C:4]([NH:28][C:23]2[C:22]([NH:21][C:19](=[O:20])[C:18]3[CH:29]=[CH:30][C:15]([C:11]([CH3:14])([CH3:12])[CH3:13])=[CH:16][CH:17]=3)=[CH:27][CH:26]=[CH:25][CH:24]=2)=[CH:3][CH:2]=1. Yield: 108.0%. Reactants: C1(=CC=C(C=C1)C(=O)Cl)C (4-toluoyl chloride), C(C)(C)(C)C1=CC=C(C(=O)NC=2C(=CC=CC2)N)C=C1 (N1-(4-tert-butylbenzoyl)-1,2-benzenediamine). The product is CC1=CC=C(C=C1)NC=1C(=CC=CC1)NC(C1=CC=C(C=C1)C(C)(C)C)=O (N1-(4-Methylphenyl)-N2-(4-tert-butylbenzoyl)-1,2-benzenediamine). Starting materials: [OH-].[Ca+2].[OH-] (calcium hydroxide), C(C1=CC=CC=C1)Cl (benzyl chloride), organic solution, C(C)(=O)C1=CC=CC=C1 (acetophenone), stainless steel. The reagents and catalysts are [CH-]=O.[CH-]=O.[C-]#[O+].[C-]#[O+].[C-]#[O+].[C-]#[O+].[C-]#[O+].[C-]#[O+].[Co].[Co+2] (cobalt carbonyl). Solvent: O (water). Product: C1(=CC=CC=C1)CC(C(=O)O)=O (phenyl pyruvic acid), C1(=CC=CC=C1)CC(=O)O (phenyl acetic acid). As a reaction SMILES: [OH-:1].[Ca+2].[OH-:3].[CH2:4](Cl)[C:5]1[CH:10]=[CH:9][CH:8]=[CH:7][CH:6]=1.[C:12]([C:15]1[CH:20]=[CH:19][CH:18]=[CH:17][CH:16]=1)(=[O:14])[CH3:13]>[CH-]=O.[CH-]=O.[C-]#[O+].[C-]#[O+].[C-]#[O+].[C-]#[O+].[C-]#[O+].[C-]#[O+].[Co].[Co+2].O>[C:5]1([CH2:4][C:15](=[O:3])[C:12]([OH:14])=[O:1])[CH:10]=[CH:9][CH:8]=[CH:7][CH:6]=1.[C:15]1([CH2:12][C:13]([OH:3])=[O:1])[CH:20]=[CH:19][CH:18]=[CH:17][CH:16]=1 |f:0.1.2,5.6.7.8.9.10.11.12.13.14|. Reported procedure: Into a stainless steel-made autoclave of 135 ml capacity were introduced 25 ml of water, 6.2 g of calcium hydroxide, 5.1 g of benzyl chloride and 25 ml of the organic solution of acetophenone containing the cobalt carbonyl catalyst and recovered in Example 2 to form a reaction mixture. The reaction and subsequent processing of the reaction mixture were performed in substantially the same manner as in Example 3. The yields of phenyl pyruvic acid and phenyl acetic acid were 74.2% and 14.0%, respec... The reactants are ClC1=C(C(=CC=C1)Cl)NC1=NC2=C(N1)C=CC(=C2)C(=O)O (2-(2,6-dichloro-phenylamino)-1H-benzimidazole-5-carboxylic acid), 1-chloro-N,N-2-trimethyl-1-propenylamin, FC(C1=C(N)C=CC=C1)(F)F (2-Trifluoromethyl-aniline). The solvent is ClCCl (dichloromethane), N1=CC=CC=C1 (pyridine), C(C)(=O)OCC (ethyl acetate). Reaction conditions: time 45 minute. The product is FC(C1=C(C=CC=C1)NC(=O)C1=CC2=C(NC(=N2)NC2=C(C=CC=C2Cl)Cl)C=C1)(F)F (2-(2,6-Dichloro-phenylamino)-1H-benzimidazole-5-carboxylic acid (2-trifluoromethyl-phenyl)-amide). RXN SMILES: [Cl:1][C:2]1[CH:7]=[CH:6][CH:5]=[C:4]([Cl:8])[C:3]=1[NH:9][C:10]1[NH:14][C:13]2[CH:15]=[CH:16][C:17]([C:19](O)=[O:20])=[CH:18][C:12]=2[N:11]=1.[F:22][C:23]([F:32])([F:31])[C:24]1[CH:30]=[CH:29][CH:28]=[CH:27][C:25]=1[NH2:26]>ClCCl.N1C=CC=CC=1.C(OCC)(=O)C>[F:22][C:23]([F:31])([F:32])[C:24]1[CH:30]=[CH:29][CH:28]=[CH:27][C:25]=1[NH:26][C:19]([C:17]1[CH:16]=[CH:15][C:13]2[NH:14][C:10]([NH:9][C:3]3[C:4]([Cl:8])=[CH:5][CH:6]=[CH:7][C:2]=3[Cl:1])=[N:11][C:12]=2[CH:18]=1)=[O:20]. Procedure: A mixture of 2-(2,6-dichloro-phenylamino)-1H-benzimidazole-5-carboxylic acid (600 mg, 1.86 mmol) and 1-chloro-N,N-2-trimethyl-1-propenylamin (420 μL, 3.2 mmol) in 8 mL dichloromethane was stirred for 45 min. 2-Trifluoromethyl-aniline (2.3 mL, 18.6 mmol) in pyridine was added. After stirring overnight, the mixture was diluted with ethyl acetate, washed with water and brine, dried and concentrated i.vac. Starting materials: C(C)(C)(C)OC(=O)N1[C@@H](CC(C1)=NOCC1=CC(=C(C=C1)Cl)Cl)C(=O)O ((2S,4EZ)-1-(tert-butoxycarbonyl)-4-{[(3,4-dichlorobenzyl)oxy]imino}-2-pyrrolidinecarboxylic acid), C(C)(=O)Cl (acetyl chloride), C(C)(=O)N1CCNCC1 (1-acetylpiperazine). Product: ClC=1C=C(CON=C2CN([C@@H](C2)C(=O)N2CCN(CC2)C(C)=O)C(C)=O)C=CC1Cl ((3EZ,5S)-1-acetyl-5-[(4-acetyl-1-piperazinyl)carbonyl]-3-pyrrolidinone O-(3,4-dichlorobenzyl)oxime). As a reaction SMILES: C(O[C:6]([N:8]1[CH2:12][C:11](=[N:13][O:14][CH2:15][C:16]2[CH:21]=[CH:20][C:19]([Cl:22])=[C:18]([Cl:23])[CH:17]=2)[CH2:10][C@H:9]1[C:24]([OH:26])=O)=[O:7])(C)(C)C.[C:27](Cl)(=O)C.[C:31]([N:34]1[CH2:39][CH2:38][NH:37][CH2:36][CH2:35]1)(=[O:33])[CH3:32]>>[Cl:23][C:18]1[CH:17]=[C:16]([CH:21]=[CH:20][C:19]=1[Cl:22])[CH2:15][O:14][N:13]=[C:11]1[CH2:10][C@@H:9]([C:24]([N:37]2[CH2:38][CH2:39][N:34]([C:31](=[O:33])[CH3:32])[CH2:35][CH2:36]2)=[O:26])[N:8]([C:6](=[O:7])[CH3:27])[CH2:12]1. Procedure: Following the general method as outlined in Example 22, starting from (2S,4EZ)-1-(tert-butoxycarbonyl)-4-{[(3,4-dichlorobenzyl)oxy]imino}-2-pyrrolidinecarboxylic acid, acetyl chloride, and 1-acetylpiperazine the title compound was obtained in 85% purity by LC/MS. MS(ESI+): m/z=455.2. Reactants: C(CCC)[Li] (butyllithium), [Cl-].[Al+3].[Cl-].[Cl-] (aluminium chloride), BrC1=CC=C(C(=O)Cl)C=C1 (4-bromobenzoyl chloride), CI (methyl iodide), ice water ethyl acetate, FC1=C(C=CC=C1C)OC (2-fluoro-3-methyl-anisole), FC1=C(C=CC=C1)OC (2-fluoroanisole), CN(CCN(CCN(C)C)C)C (1,1,4,7,7-pentamethyldiethylenetriamine). The solvent is CCCCCC (hexane), [N+](=O)([O-])C1=CC=CC=C1 (nitrobenzene), [N+](=O)([O-])C1=CC=CC=C1 (nitrobenzene), C1CCOC1 (THF). Run at temperature -78 celsius, time 15 minute. The product is BrC1=CC=C(C=C1)C(=O)C1=C(C(=C(C=C1)OC)F)C ((4-bromo-phenyl)-(3-fluoro-4-methoxy-2-methyl-phenyl)-methanone). Reaction SMILES: FC1C=CC=CC=1OC.C([Li])CCC.CN(C)CCN(C)CCN(C)C.CI.[Cl-].[Al+3].[Cl-].[Cl-].[Br:33][C:34]1[CH:42]=[CH:41][C:37]([C:38](Cl)=[O:39])=[CH:36][CH:35]=1.[F:43][C:44]1[C:49]([CH3:50])=[CH:48][CH:47]=[CH:46][C:45]=1[O:51][CH3:52]>C1COCC1.CCCCCC.[N+](C1C=CC=CC=1)([O-])=O>[Br:33][C:34]1[CH:42]=[CH:41][C:37]([C:38]([C:48]2[CH:47]=[CH:46][C:45]([O:51][CH3:52])=[C:44]([F:43])[C:49]=2[CH3:50])=[O:39])=[CH:36][CH:35]=1 |f:4.5.6.7|. Procedure details: Aa) A solution of 5.6 ml of 2-fluoroanisole in 60 ml of absolute THF is cooled to -78° C. and treated within 15 min. with 31.3 ml of 1.6M butyllithium in hexane. After 15 min. 8.7 g of 1,1,4,7,7-pentamethyldiethylenetriamine are added dropwise and, after a further 2 hrs. at -78° C., 9.4 ml of methyl iodide are added dropwise. The mixture is stirred at -78° C. overnight, then evaporated and taken up in ether/1N hydrochloric acid. The aqueous phase is extracted with ether and the organic phase is ... Starting materials: CC#CCOc1ccc(S(=O)(=O)NC(Cc2c[nH]c3ccc(C)cc23)C(=O)O)cc1, COc1ccc(CCl)cc1, CN(C)C=O, [H-], [Na+]. The product is CC#CCOc1ccc(S(=O)(=O)NC(Cc2cn(Cc3ccc(OC)cc3)c3ccc(C)cc23)C(=O)O)cc1. Reaction SMILES: [CH2:3]([C:4]#[C:5][CH3:6])[O:7][c:8]1[cH:9][cH:10][c:11]([S:14](=[O:15])(=[O:16])[NH:17][CH:18]([C:19](=[O:20])[OH:21])[CH2:22][c:23]2[cH:24][nH:25][c:26]3[cH:27][cH:28][c:29]([CH3:32])[cH:30][c:31]23)[cH:12][cH:13]1.[CH3:33][O:34][c:35]1[cH:36][cH:37][c:38]([CH2:39][Cl:40])[cH:41][cH:42]1.[CH3:43][N:44]([CH3:45])[CH:46]=[O:47].[H-:2].[Na+:1]>>[CH2:3]([C:4]#[C:5][CH3:6])[O:7][c:8]1[cH:9][cH:10][c:11]([S:14](=[O:15])(=[O:16])[NH:17][CH:18]([C:19](=[O:20])[OH:21])[CH2:22][c:23]2[cH:24][n:25]([CH2:39][c:38]3[cH:37][cH:36][c:35]([O:34][CH3:33])[cH:42][cH:41]3)[c:26]3[cH:27][cH:28][c:29]([CH3:32])[cH:30][c:31]23)[cH:12][cH:13]1.